This data is from the Open Reaction Database (ORD), a public repository of structured organic reaction records. The task is: describe an organic reaction: reactants, conditions, products, and yield The reactants are CCCCN1CC(C(=O)OC(C)(C)C)N(C(=O)OCc2ccccc2)C1=O, CO. Product: CCCCN1CC(C(=O)OC(C)(C)C)NC1=O. Reaction SMILES: [CH2:1]([CH2:2][CH2:3][CH3:4])[N:5]1[C:6](=[O:27])[N:7]([C:17]([O:18][CH2:19][c:20]2[cH:21][cH:22][cH:23][cH:24][cH:25]2)=[O:26])[CH:8]([C:10](=[O:11])[O:12][C:13]([CH3:14])([CH3:15])[CH3:16])[CH2:9]1.[CH3:28][OH:29]>>[CH2:1]([CH2:2][CH2:3][CH3:4])[N:5]1[C:6](=[O:27])[NH:7][CH:8]([C:10](=[O:11])[O:12][C:13]([CH3:14])([CH3:15])[CH3:16])[CH2:9]1. The reactants are O=C([O-])[O-], CI, Cn1[nH]c(C(F)(F)F)cc1=S, CC#N, [K+], [K+]. Yields the product CSc1cc(C(F)(F)F)nn1C. RXN SMILES: [C:12](=[O:13])([O-:14])[O-:15].[CH3:18][I:19].[CH3:1][n:2]1[nH:3][c:4]([C:8]([F:9])([F:10])[F:11])[cH:5][c:6]1=[S:7].[CH3:20][C:21]#[N:22].[K+:16].[K+:17]>>[CH3:1][n:2]1[n:3][c:4]([C:8]([F:9])([F:10])[F:11])[cH:5][c:6]1[S:7][CH3:12]. The reactants are ClC1=NC(=CC2=CC(=CC=C12)OC)NC1=NNC(=C1)C ((1-chloro-6-methoxy-isoquinolin-3-yl)-(5-methyl-1H-pyrazol-3-yl)-amine), ClC=1C=C(C=CC1)B(O)O (3-chloro-phenylboronic acid). Product: ClC=1C=C(C=CC1)C1=NC(=CC2=CC(=CC=C12)OC)NC1=NNC(=C1)C ([1-(3-chloro-phenyl)-6-methoxy-isoquinolin-3-yl]-(5-methyl-1H-pyrazol-3-yl)-amine). RXN SMILES: Cl[C:2]1[C:11]2[C:6](=[CH:7][C:8]([O:12][CH3:13])=[CH:9][CH:10]=2)[CH:5]=[C:4]([NH:14][C:15]2[CH:19]=[C:18]([CH3:20])[NH:17][N:16]=2)[N:3]=1.[Cl:21][C:22]1[CH:23]=[C:24](B(O)O)[CH:25]=[CH:26][CH:27]=1>>[Cl:21][C:22]1[CH:27]=[C:26]([C:2]2[C:11]3[C:6](=[CH:7][C:8]([O:12][CH3:13])=[CH:9][CH:10]=3)[CH:5]=[C:4]([NH:14][C:15]3[CH:19]=[C:18]([CH3:20])[NH:17][N:16]=3)[N:3]=2)[CH:25]=[CH:24][CH:23]=1. Reported procedure: Similar procedure as described in example 131 was used, starting (1-chloro-6-methoxy-isoquinolin-3-yl)-(5-methyl-1H-pyrazol-3-yl)-amine and 3-chloro-phenylboronic acid to give [1-(3-chloro-phenyl)-6-methoxy-isoquinolin-3-yl]-(5-methyl-1H-pyrazol-3-yl)-amine. LC-MS m/e 365(MH+). Reactants: C(=O)(OC)COC1=C(C=CC(=C1)OC)[C@H]1[C@@H]([C@H](C2=CC=C(C=C12)OCCC)C1=CC2=C(C=C1)OCO2)C(=O)OC ((+) Methyl (1S, 2R, 3S)-3-(2-carbomethoxymethoxy-4-methoxyphenyl)-1-(3,4-methylenedioxyphenyl)-5-(prop-1-yloxy)indane-2-carboxylate), aqueous solution, [OH-].[Na+] (sodium hydroxide). Solvent: C(C)(C)O (isopropanol), O (water). Run at time 16 hour. Product: [Na+].[Na+].C(=O)(O)COC1=C(C=CC(=C1)OC)[C@H]1[C@@H]([C@H](C2=CC=C(C=C12)OCCC)C1=CC2=C(C=C1)OCO2)C(=O)[O-].C(=O)(O)COC2=C(C=CC(=C2)OC)[C@H]2[C@@H]([C@H](C1=CC=C(C=C21)OCCC)C2=CC1=C(C=C2)OCO1)C(=O)[O-] ((+) (1S, 2R, 3S)-3-(2-carboxymethoxy-4-methoxyphenyl)-1-(3,4-methylenedioxyphenyl)-5-(prop-1-yloxy)indane-2-carboxylic acid disodium salt). RXN SMILES: [C:1]([CH2:5][O:6][C:7]1[CH:12]=[C:11]([O:13][CH3:14])[CH:10]=[CH:9][C:8]=1[C@@H:15]1[C:23]2[C:18](=[CH:19][CH:20]=[C:21]([O:24][CH2:25][CH2:26][CH3:27])[CH:22]=2)[C@H:17]([C:28]2[CH:33]=[CH:32][C:31]3[O:34][CH2:35][O:36][C:30]=3[CH:29]=2)[C@H:16]1[C:37]([O:39]C)=[O:38])([O:3]C)=[O:2].[OH-].[Na+:42]>C(O)(C)C.O>[Na+:42].[Na+:42].[C:1]([CH2:5][O:6][C:7]1[CH:12]=[C:11]([O:13][CH3:14])[CH:10]=[CH:9][C:8]=1[C@@H:15]1[C:23]2[C:18](=[CH:19][CH:20]=[C:21]([O:24][CH2:25][CH2:26][CH3:27])[CH:22]=2)[C@H:17]([C:28]2[CH:33]=[CH:32][C:31]3[O:34][CH2:35][O:36][C:30]=3[CH:29]=2)[C@H:16]1[C:37]([O-:39])=[O:38])([OH:3])=[O:2].[C:1]([CH2:5][O:6][C:7]1[CH:12]=[C:11]([O:13][CH3:14])[CH:10]=[CH:9][C:8]=1[C@@H:15]1[C:23]2[C:18](=[CH:19][CH:20]=[C:21]([O:24][CH2:25][CH2:26][CH3:27])[CH:22]=2)[C@H:17]([C:28]2[CH:33]=[CH:32][C:31]3[O:34][CH2:35][O:36][C:30]=3[CH:29]=2)[C@H:16]1[C:37]([O-:39])=[O:38])([OH:3])=[O:2] |f:1.2,5.6.7.8|. Reported procedure: To a solution of (+) Methyl (1S, 2R, 3S)-3-(2-carbomethoxymethoxy-4-methoxyphenyl)-1-(3,4-methylenedioxyphenyl)-5-(prop-1-yloxy)indane-2-carboxylate (49.2 g) in isopropanol (1000 mL) and water (48 mL) was added a 50% aqueous solution of sodium hydroxide (179.4 g). The mixture was stirred under nitrogen for 16 hours then concentrated to approximately 200 mL. Water (400 mL) was added and the solution was extracted with t-butyl methyl ether (300 mL). The aqueous layer was acidified with dilute HCl ...